This data is from the Open Reaction Database (ORD), a public repository of structured organic reaction records. The task is: describe an organic reaction: reactants, conditions, products, and yield Reactants: CC1=C(SC=C1)C=O (3-methyl-thiophene-2-carboxaldehyde), Cl.N1C=NC(=C1)CCOC=1C=C2CCCC(C2=CC1)=O (6-[2-(1H-imidazole-4-yl)-ethoxy]-3,4-dihydro-2H-naphthalen-1-one, monohydrochloride). Solvent: [OH-].[K+] (KOH), CCO (EtOH). Yields the product N1C=NC(=C1)CCOC=1C=C2CCC(C(C2=CC1)=O)=CC=1SC=CC1C (6-[2-(1H-Imidazole-4-yl)-ethoxy]-2-(3-methyl-thiophen-2-ylmethylene)-3,4-dihydro-2H-naphthalen-1-one). The yield is 63.1%. RXN SMILES: Cl.[NH:2]1[CH:6]=[C:5]([CH2:7][CH2:8][O:9][C:10]2[CH:11]=[C:12]3[C:17](=[CH:18][CH:19]=2)[C:16](=[O:20])[CH2:15][CH2:14][CH2:13]3)[N:4]=[CH:3]1.[CH3:21][C:22]1[CH:26]=[CH:25][S:24][C:23]=1[CH:27]=O>[OH-].[K+].CCO>[NH:2]1[CH:6]=[C:5]([CH2:7][CH2:8][O:9][C:10]2[CH:11]=[C:12]3[C:17](=[CH:18][CH:19]=2)[C:16](=[O:20])[C:15](=[CH:27][C:23]2[S:24][CH:25]=[CH:26][C:22]=2[CH3:21])[CH2:14][CH2:13]3)[N:4]=[CH:3]1 |f:0.1,3.4|. Procedure details: According to the method of Example 4, 6-[2-(1H-imidazole-4-yl)-ethoxy]-3,4-dihydro-2H-naphthalen-1-one, monohydrochloride (0.146 g, 0.50 mmol) was reacted with 3-methyl-thiophene-2-carboxaldehyde (0.095 g, 0.50 mmol) in 5 mL of 4% KOH in EtOH to afford 0.115 g (63%) of the title compound as a coarse cream powder, mp 191-193° C.: CI-MS m/e 365 (M+). Starting materials: C1(=CC=CC=C1)C=1SC=C(N1)C1(CCOCC1)CN ((4-(2-phenylthiazol-4-yl)tetrahydro-2H-pyran-4-yl)methanamine), FC(C1=NC(=NO1)C=1C=C(C(=O)O)C=CC1)(F)F (3-(5-(trifluoromethyl)-1,2,4-oxadiazol-3-yl)benzoic acid). Product: C1(=CC=CC=C1)C=1SC=C(N1)C1(CCOCC1)CNC(C1=CC(=CC=C1)C1=NOC(=N1)C(F)(F)F)=O (N-((4-(2-Phenylthiazol-4-yl)tetrahydro-2H-pyran-4-yl)methyl)-3-(5-(trifluoromethyl)-1,2,4-oxadiazol-3-yl)benzamide). The yield is 45.0%. Reaction SMILES: [C:1]1([C:7]2[S:8][CH:9]=[C:10]([C:12]3([CH2:18][NH2:19])[CH2:17][CH2:16][O:15][CH2:14][CH2:13]3)[N:11]=2)[CH:6]=[CH:5][CH:4]=[CH:3][CH:2]=1.[F:20][C:21]([F:37])([F:36])[C:22]1[O:26][N:25]=[C:24]([C:27]2[CH:28]=[C:29]([CH:33]=[CH:34][CH:35]=2)[C:30](O)=[O:31])[N:23]=1>>[C:1]1([C:7]2[S:8][CH:9]=[C:10]([C:12]3([CH2:18][NH:19][C:30](=[O:31])[C:29]4[CH:33]=[CH:34][CH:35]=[C:27]([C:24]5[N:23]=[C:22]([C:21]([F:37])([F:36])[F:20])[O:26][N:25]=5)[CH:28]=4)[CH2:13][CH2:14][O:15][CH2:16][CH2:17]3)[N:11]=2)[CH:2]=[CH:3][CH:4]=[CH:5][CH:6]=1. Procedure: This compound was synthesized from (4-(2-phenylthiazol-4-yl)tetrahydro-2H-pyran-4-yl)methanamine and 3-(5-(trifluoromethyl)-1,2,4-oxadiazol-3-yl)benzoic acid as described in example 8 step 6 (85 mg, yield 45%). 1H NMR (400 MHz, DMSO-d6) δ 8.56 (t, J=6.2 Hz, 1H), 8.41 (m, 1H), 8.18 (d, J=7.8 Hz, 1H), 8.05 (d, J=7.6 Hz, 1H), 7.91-7.89 (m, 2H), 7.69-7.65 (t, J=7.8 Hz, 1H), 7.53 (s, 1H), 7.46-7.43 (dd, J=4.8 Hz, 1.9 Hz, 3H), 3.79-3.76 (m, 2H), 3.54-3.52 (d, J=6.2 Hz, 2H), 3.37 (m, 2H), 2.26-2.22 (d,... Reactants: C(CCCCCCCC=C)C=1OCCN1 (2-(9-decenyl)-1,3-oxazoline), CO[SiH](OC)OC (trimethoxysilane). Yields the product CO[Si](CCCCCCCCCCC=1OCCN1)(OC)OC (2-[10-(trimethoxysilyl)decyl]-1,3-oxazoline). Reaction SMILES: [CH2:1]([C:11]1[O:12][CH2:13][CH2:14][N:15]=1)[CH2:2][CH2:3][CH2:4][CH2:5][CH2:6][CH2:7][CH2:8][CH:9]=[CH2:10].[CH3:16][O:17][SiH:18]([O:21][CH3:22])[O:19][CH3:20]>>[CH3:16][O:17][Si:18]([O:21][CH3:22])([O:19][CH3:20])[CH2:10][CH2:9][CH2:8][CH2:7][CH2:6][CH2:5][CH2:4][CH2:3][CH2:2][CH2:1][C:11]1[O:12][CH2:13][CH2:14][N:15]=1. Procedure: wherein 2-(9-decenyl)-1,3-oxazoline is reacted with trimethoxysilane to form 2-[10-(trimethoxysilyl)decyl]-1,3-oxazoline. Starting materials: Cc1cnc(N2CCN(C(=O)c3ccc(Br)nc3)CC2)c(C2CC2)c1, O=C1NCCO1. Yields the product Cc1cnc(N2CCN(C(=O)c3ccc(N4CCOC4=O)nc3)CC2)c(C2CC2)c1. RXN SMILES: [Br:1][c:2]1[cH:3][cH:4][c:5]([C:8](=[O:9])[N:10]2[CH2:11][CH2:12][N:13]([c:16]3[n:17][cH:18][c:19]([CH3:25])[cH:20][c:21]3[CH:22]3[CH2:23][CH2:24]3)[CH2:14][CH2:15]2)[cH:6][n:7]1.[O:26]1[C:27](=[O:31])[NH:28][CH2:29][CH2:30]1>>[c:2]1([N:28]2[C:27](=[O:31])[O:26][CH2:30][CH2:29]2)[cH:3][cH:4][c:5]([C:8](=[O:9])[N:10]2[CH2:11][CH2:12][N:13]([c:16]3[n:17][cH:18][c:19]([CH3:25])[cH:20][c:21]3[CH:22]3[CH2:23][CH2:24]3)[CH2:14][CH2:15]2)[cH:6][n:7]1. Starting materials: ClC=1C(=C(C=C2C(=CC(OC12)(C)C)C(C)C)C(C)O)OC(C)C (1-(8-chloro-7-isopropoxy-4-isopropyl-2,2-dimethyl-2H-chromene-6-yl)-ethanol), C[N+]1(CCOCC1)[O-] (4-methylmorpholine N-oxide), ClC=1C(=C(C=C2C(=CC(OC12)(C)C)C(C)C)C(C)O)OC(C)C (1-(8-chloro-7-isopropoxy-4-isopropyl-2,2-dimethyl-2H-chromene-6-yl)-ethanol), C(CC)[N+](CCC)(CCC)CCC (tetrapropylammonium). Product: ClC=1C(=C(C=C2C(=CC(OC12)(C)C)C(C)C)C(C)=O)OC(C)C (1-(8-Chloro-7-isopropoxy-4-isopropyl-2,2-dimethyl-2H-chromene-6-yl)-ethanone). As a reaction SMILES: [Cl:1][C:2]1[C:3]([O:20][CH:21]([CH3:23])[CH3:22])=[C:4]([CH:17]([OH:19])[CH3:18])[CH:5]=[C:6]2[C:11]=1[O:10][C:9]([CH3:13])([CH3:12])[CH:8]=[C:7]2[CH:14]([CH3:16])[CH3:15].C([N+](CCC)(CCC)CCC)CC.C[N+]1([O-])CCOCC1>>[Cl:1][C:2]1[C:3]([O:20][CH:21]([CH3:23])[CH3:22])=[C:4]([C:17](=[O:19])[CH3:18])[CH:5]=[C:6]2[C:11]=1[O:10][C:9]([CH3:12])([CH3:13])[CH:8]=[C:7]2[CH:14]([CH3:16])[CH3:15]. Procedure: Following General Procedure M, 1-(8-chloro-7-isopropoxy-4-isopropyl-2,2-dimethyl-2H-chromene-6-yl)-ethanol (Compound 138, 0.92 g, 2.7 mmol), tetrapropylammonium perrunthenate (TPAP, 0.047 g, 0.14 mmol), and 4-methylmorpholine N-oxide (NMO, 0.47 g, 4.1 mmol) were reacted to give the title compound as a yellow oil.